From a dataset of the Open Reaction Database (ORD), a public repository of structured organic reaction records. describe an organic reaction: reactants, conditions, products, and yield The reactants are C(C)(=O)OC(C)=O (acetic anhydride), C(C)OC(=O)C1=C(SC=C1)N (2-aminothiophene-3-carboxylic acid ethyl ester). The solvent is C(=O)O (formic acid). Conditions: time 2 hour. Product: C(C)OC(=O)C1=C(SC=C1)NC=O (2-formylaminothiophene-3-carboxylic acid ethyl ester). Reaction SMILES: [C:1](OC(=O)C)(=[O:3])C.[CH2:8]([O:10][C:11]([C:13]1[CH:17]=[CH:16][S:15][C:14]=1[NH2:18])=[O:12])[CH3:9]>C(O)=O>[CH2:8]([O:10][C:11]([C:13]1[CH:17]=[CH:16][S:15][C:14]=1[NH:18][CH:1]=[O:3])=[O:12])[CH3:9]. Procedure: To acetic anhydride (4.7 ml) under ice cooling, formic acid (4.7 ml) was added dropwise, to which 2-aminothiophene-3-carboxylic acid ethyl ester (2.8 g, 16.4 mmol) was added and stirred at room temperature for 2 hours. After the solvent was distilled off under reduced pressure, ether was added, and the precipitate that deposited was filtered off. Ether was distilled off under reduced pressure to obtain 2-formylaminothiophene-3-carboxylic acid ethyl ester (3.0 g, 15.3 mmol). Yields the product CC(C)CNC1CCC(Nc2ccc3[nH]ncc3c2)CC1. As a reaction SMILES: [C:23]([O:24][BH-:25]([O:26][C:27](=[O:28])[CH3:29])[O:30][C:31](=[O:32])[CH3:33])(=[O:34])[CH3:35].[CH2:18]([CH:19]([CH3:20])[CH3:21])[NH2:22].[CH3:37][OH:38].[CH3:40][OH:41].[ClH:39].[Na+:36].[nH:1]1[n:2][cH:3][c:4]2[cH:5][c:6]([NH:10][CH:11]3[CH2:12][CH2:13][C:14](=[O:17])[CH2:15][CH2:16]3)[cH:7][cH:8][c:9]12>>[nH:1]1[n:2][cH:3][c:4]2[cH:5][c:6]([NH:10][CH:11]3[CH2:12][CH2:13][CH:14]([NH:22][CH2:18][CH:19]([CH3:20])[CH3:21])[CH2:15][CH2:16]3)[cH:7][cH:8][c:9]12. Starting materials: CC(=O)O[BH-](OC(C)=O)OC(C)=O, CC(C)CN, CO, CO, Cl, [Na+], O=C1CCC(Nc2ccc3[nH]ncc3c2)CC1. Starting materials: BrC1=C(C=CC=C1)S (2-bromothiophenol), C([O-])([O-])=O.[K+].[K+] (potassium carbonate), [I-].[K+] (potassium iodide), ClCC(C)=O (chloroacetone). The solvent is O (water), CN(C=O)C (dimethylformamide). Run at time 2 hour. Product: BrC1=C(SCC(C)=O)C=CC=C1 ((2-bromothiophenoxy)acetone). The yield is 93.0%. Reaction SMILES: [Br:1][C:2]1[CH:7]=[CH:6][CH:5]=[CH:4][C:3]=1[SH:8].C(=O)([O-])[O-].[K+].[K+].[I-].[K+].Cl[CH2:18][C:19](=[O:21])[CH3:20]>O.CN(C)C=O>[Br:1][C:2]1[CH:7]=[CH:6][CH:5]=[CH:4][C:3]=1[S:8][CH2:18][C:19](=[O:21])[CH3:20] |f:1.2.3,4.5|. Procedure details: 20 g (105.7 mmol) of 2-bromothiophenol, 19 g (137.5 mmol) of potassium carbonate, 27.8 g (165.5 mmol) of potassium iodide, 200 ml of dimethylformamide and 14.68 g (158.6 mmol) of chloroacetone are introduced into a 500 ml three-necked flask. The mixture is stirred for 2 hours at room temperature and is then poured into 800 ml of water. Extraction is carried out with ethyl acetate (3×400 ml). The organic phases are combined, washed with a molar sodium hydroxide solution (2×400 ml), dried over mag... The reactants are Oc1c(nc(Br)c2cccnc12)C(=O)NCc3ccc(F)cc3, OB(O)c1ccc(cc1)C(=O)NC2CCCC2. The reagents and catalysts are CCN=P(N=P(N(C)C)(N(C)C)N(C)C)(N(C)C)N(C)C (P2-Et), CC(C)c1cc(C(C)C)c(-c2ccccc2[PH](C(C)(C)C)(C(C)(C)C)[Pd]2(OS(C)(=O)=O)Nc3ccccc3-c3ccccc32)c(C(C)C)c1 (tBuXphos G3). The solvent is CS(C)=O (DMSO), O (water), CS(C)=O (DMSO), CS(C)=O (DMSO), CS(C)=O (DMSO). Reaction conditions: time 22 hour. Yields the product Oc1c(nc(c2ccc(cc2)C(=O)NC3CCCC3)c4cccnc14)C(=O)NCc5ccc(F)cc5, Oc1c(nc(Br)c2cccnc12)C(=O)NCc3ccc(F)cc3, c1ccc(-c2ccccc2)cc1.